From a dataset of the Open Reaction Database (ORD), a public repository of structured organic reaction records. describe an organic reaction: reactants, conditions, products, and yield Starting materials: O (water), FC=1C=CC(=C(C1)O)OC (5-fluoro-2-methoxyphenol), C(CBr)Br (ethylenebromide), C([O-])([O-])=O.[K+].[K+] (potassium carbonate). The solvent is CN(C=O)C (N,N-dimethylformamide). Reaction conditions: temperature 80 celsius. Product: BrCCOC1=C(C=CC(=C1)F)OC (2-(2-Bromoethoxy)-4-fluoroanisole). Isolated yield 66.2%. RXN SMILES: [F:1][C:2]1[CH:3]=[CH:4][C:5]([O:9][CH3:10])=[C:6]([OH:8])[CH:7]=1.[CH2:11](Br)[CH2:12][Br:13].C(=O)([O-])[O-].[K+].[K+].O>CN(C)C=O>[Br:13][CH2:12][CH2:11][O:8][C:6]1[CH:7]=[C:2]([F:1])[CH:3]=[CH:4][C:5]=1[O:9][CH3:10] |f:2.3.4|. Procedure details: A suspension of 10.0 g of 5-fluoro-2-methoxyphenol, 52.9 g of ethylenebromide and 14.6 g of potassium carbonate in 50 ml of N,N-dimethylformamide was heated for 11 hours at 80° C. After cooling, the reaction mixture was poured into water and extracted with ethyl acetate. The extract was washed with water, dried and evaporated. The residue was chromatographed on silica gel using 50% chloroform-n-hexane as an eluent to give 11.6 g of the desired compound as a colorless oil. Starting materials: CN(CCCN1C(=O)CSC1c1cc(C(C)(C)C)c(O)c(C(C)(C)C)c1)CCOc1ccc2c(c1)OCO2, CCOC(C)=O, CC(=O)O, [Na+], [Na+], O=C([O-])[O-], OO. Yields the product CN(CCCN1C(=O)CS(=O)C1c1cc(C(C)(C)C)c(O)c(C(C)(C)C)c1)CCOc1ccc2c(c1)OCO2. RXN SMILES: [C:1]([CH3:2])([CH3:3])([CH3:4])[c:5]1[cH:6][c:7]([CH:16]2[S:17][CH2:18][C:19](=[O:38])[N:20]2[CH2:21][CH2:22][CH2:23][N:24]([CH2:25][CH2:26][O:27][c:28]2[cH:29][c:30]3[c:31]([cH:32][cH:33]2)[O:34][CH2:35][O:36]3)[CH3:37])[cH:8][c:9]([C:12]([CH3:13])([CH3:14])[CH3:15])[c:10]1[OH:11].[CH3:41][CH2:42][O:43][C:44](=[O:45])[CH3:46].[CH3:53][C:54](=[O:55])[OH:56].[Na+:47].[Na+:48].[O-:49][C:50](=[O:51])[O-:52].[OH:39][OH:40]>>[C:1]([CH3:2])([CH3:3])([CH3:4])[c:5]1[cH:6][c:7]([CH:16]2[S:17](=[O:43])[CH2:18][C:19](=[O:38])[N:20]2[CH2:21][CH2:22][CH2:23][N:24]([CH2:25][CH2:26][O:27][c:28]2[cH:29][c:30]3[c:31]([cH:32][cH:33]2)[O:34][CH2:35][O:36]3)[CH3:37])[cH:8][c:9]([C:12]([CH3:13])([CH3:14])[CH3:15])[c:10]1[OH:11]. The reactants are C([O-])([O-])=O.[K+].[K+] (potassium carbonate), ClC(=O)OCC(Cl)(Cl)Cl (2,2,2-trichloroethyl chloroformate), free base, Cl.CN1C[C@H]([C@H](CC1)OC1=CC=C(C=C1)C(F)(F)F)C1=CC=CC=C1 (cis-1-methyl-3-phenyl-4-(4-trifluoromethylphenoxy)piperidine hydrochloride), ClC(=O)OCC(Cl)(Cl)Cl (2,2,2-trichloroethyl chloroformate). Run in C1=CC=CC=C1 (benzene). Reaction conditions: time 18 hour. The product is C1(=CC=CC=C1)[C@@H]1CN(CC[C@@H]1OC1=CC=C(C=C1)C(F)(F)F)C(=O)OCC(Cl)(Cl)Cl (cis-3-phenyl-1-(2,2,2-trichloroethoxycarbonyl)-4-(4-trifluoromethylphenoxy)piperidine). Reaction SMILES: C(=O)([O-])[O-].[K+].[K+].Cl[C:8]([O:10][CH2:11][C:12]([Cl:15])([Cl:14])[Cl:13])=[O:9].Cl.C[N:18]1[CH2:23][CH2:22][C@H:21]([O:24][C:25]2[CH:30]=[CH:29][C:28]([C:31]([F:34])([F:33])[F:32])=[CH:27][CH:26]=2)[C@H:20]([C:35]2[CH:40]=[CH:39][CH:38]=[CH:37][CH:36]=2)[CH2:19]1>C1C=CC=CC=1>[C:35]1([C@H:20]2[C@@H:21]([O:24][C:25]3[CH:26]=[CH:27][C:28]([C:31]([F:34])([F:32])[F:33])=[CH:29][CH:30]=3)[CH2:22][CH2:23][N:18]([C:8]([O:10][CH2:11][C:12]([Cl:15])([Cl:14])[Cl:13])=[O:9])[CH2:19]2)[CH:40]=[CH:39][CH:38]=[CH:37][CH:36]=1 |f:0.1.2,4.5|. Procedure: 0.46 g of anhydrous potassium carbonate and 0.5 ml of 2,2,2-trichloroethyl chloroformate are added under nitrogen to a solution of 1.11 g of the free base of cis-1-methyl-3-phenyl-4-(4-trifluoromethylphenoxy)piperidine of Example 22 in 10 ml of dry benzene. After 1 hour at room temperature the mixture is refluxed 18 hours. Another 0.045 ml of 2,2,2-trichloroethyl chloroformate is added, the mixture is again refluxed 18 hours, then cooled and partitioned between ether and water. The organic phase... The reactants are CS(=O)(=O)Cl (Methanesulfonyl chloride), ClC1=NC=CC(=C1C)C(=O)O (2-Chloro-3-methyl-4-pyridinecarboxylic acid), N (NH3). Run in N1=CC=CC=C1 (pyridine). Conditions: temperature 0 celsius, time 1 hour. The product is ClC1=NC=CC(=C1C)C#N (2-Chloro-3-methyl-4-pyridinecarbonitrile). Reaction SMILES: [Cl:1][C:2]1[C:7]([CH3:8])=[C:6]([C:9](O)=O)[CH:5]=[CH:4][N:3]=1.CS(Cl)(=O)=O.[NH3:17]>N1C=CC=CC=1>[Cl:1][C:2]1[C:7]([CH3:8])=[C:6]([C:9]#[N:17])[CH:5]=[CH:4][N:3]=1. Procedure: 2-Chloro-3-methyl-4-pyridinecarboxylic acid (30 g; 174 mmol) was dissolved in pyridine (250 ml) and cooled to 0° C. Methanesulfonyl chloride (13.6 ml) was then added dropwise and the reaction mixture was stirred at 0° C. for 1 hour. NH3 (gas) was added under pressure and the reaction mixture was stirred at room temperature for 1 h. After the reaction had reached completion, the excess NH3 was removed in vacuo. The reaction mixture was then cooled to 0° C., methanesulfonyl chloride (140 ml) was a... Starting materials: FC=1C(NC(NC1)=O)=O (5-Fluorouracil), COC1=C(CN)C=CC(=C1OC)OC (2, 3, 4-trimethoxybenzylamine), CN(C)C (trimethylamine), C(=O)(Cl)Cl (phosgene). Solvent: N1=CC=CC=C1 (pyridine). Run at temperature 5 celsius, time 2 hour. Product: COC1=C(CNC(=O)N2C(=O)NC(=O)C(=C2)F)C=CC(=C1OC)OC (1-(2, 3, 4-trimethoxybenzylcarbamoyl)-5-fluorouracil). RXN SMILES: [F:1][C:2]1[C:3](=[O:9])[NH:4][C:5](=[O:8])[NH:6][CH:7]=1.[C:10](Cl)(Cl)=[O:11].[CH3:14][O:15][C:16]1[C:23]([O:24][CH3:25])=[C:22]([O:26][CH3:27])[CH:21]=[CH:20][C:17]=1[CH2:18][NH2:19].CN(C)C>N1C=CC=CC=1>[CH3:14][O:15][C:16]1[C:23]([O:24][CH3:25])=[C:22]([O:26][CH3:27])[CH:21]=[CH:20][C:17]=1[CH2:18][NH:19][C:10]([N:6]1[CH:7]=[C:2]([F:1])[C:3](=[O:9])[NH:4][C:5]1=[O:8])=[O:11]. Procedure details: 5-Fluorouracil, 3.9 g, was dissolved in 80 ml of pyridine, the solution was cooled to 5° C., and 4 g of phosgene was blown into it. After stirring at 20° C. for 2 hr, the solution was cooled to 5° C., 5.8 g of 2, 3, 4-trimethoxybenzylamine and 3 ml of trimethylamine were gradually added to it, and the temperature was raised to 20° C. in 2 hr. After removing precipitate, pyridine was evaporated from the solution. Hydrochloric acid water and dichloromethane were added to the remainder. The solutio...